The task is: describe an organic reaction: reactants, conditions, products, and yield. This data is from the Open Reaction Database (ORD), a public repository of structured organic reaction records. Starting materials: CN(C)C(=O)n1c2c(c3ccccc31)CCN(C(=O)OC(C)(C)C)C2, CO, CO, Cl. Yields the product Cl, CN(C)C(=O)n1c2c(c3ccccc31)CCNC2. RXN SMILES: [C:1]([O:2][C:3](=[O:4])[N:8]1[CH2:9][c:10]2[n:11]([C:21]([N:22]([CH3:23])[CH3:24])=[O:25])[c:12]3[cH:13][cH:14][cH:15][cH:16][c:17]3[c:18]2[CH2:19][CH2:20]1)([CH3:5])([CH3:6])[CH3:7].[CH3:26][OH:27].[CH3:29][OH:30].[ClH:28]>>[ClH:28].[NH:8]1[CH2:9][c:10]2[n:11]([C:21]([N:22]([CH3:23])[CH3:24])=[O:25])[c:12]3[cH:13][cH:14][cH:15][cH:16][c:17]3[c:18]2[CH2:19][CH2:20]1. Starting materials: COC1=CC=C(CNC=2C(N(C(=C(N2)Cl)C)CC(=O)O)=O)C=C1 (3-(4-Methoxybenzylamino)-5-chloro-6-methyl-1-carboxymethyl pyrazinone), CO (MeOH). The reagents and catalysts are [Ni] (Raney nickel), [Ni] (Raney nickel). Solvent: [OH-].[Na+] (NaOH), [OH-].[Na+] (NaOH). Conditions: time 6 hour. Yields the product COC1=CC=C(CNC=2C(N(C(=CN2)C)CC(=O)O)=O)C=C1 (3-(4-Methoxybenzylamino)-6-methyl-1-carboxymethyl pyrazinone). Reaction SMILES: [CH3:1][O:2][C:3]1[CH:23]=[CH:22][C:6]([CH2:7][NH:8][C:9]2[C:10](=[O:21])[N:11]([CH2:17][C:18]([OH:20])=[O:19])[C:12]([CH3:16])=[C:13](Cl)[N:14]=2)=[CH:5][CH:4]=1.CO>[OH-].[Na+].[Ni]>[CH3:1][O:2][C:3]1[CH:4]=[CH:5][C:6]([CH2:7][NH:8][C:9]2[C:10](=[O:21])[N:11]([CH2:17][C:18]([OH:20])=[O:19])[C:12]([CH3:16])=[CH:13][N:14]=2)=[CH:22][CH:23]=1 |f:2.3|. Procedure details: The acid 18-5 (810 mg) was dissolved in 40 mL 1 N NaOH and 40 mL MeOH at room temperature and was treated with Raney nickel suspension (˜5 g). A second charge of Raney nickel (˜5 g) and 1 N NaOH (20 mL) was added after 3 h. After 6 h, the suspension was filtered through celite washing with water and MeOH. The volatiles were removed in vacuo and the residue then taken up 1 N HCl (˜5 mL). Saturated NaHCO3 solution was added until pH˜7-8 and the solution was extracted exhaustively with EtOAc/THF. A... Starting materials: NC1=N[C@](COC1)(C(F)F)C=1C=C(C=CC1F)NC=1N=CC=C2C=C(C=NC12)Br ([3-((R)-5-Amino-3-difluoromethyl-3,6-dihydro-2H-[1,4]oxazin-3-yl)-4-fluoro-phenyl]-(3-bromo-[1,7]naphthyridin-8-yl)-amine), CN(C)C=O (DMF), O (water). Product: NC1=N[C@](COC1)(C(F)F)C=1C=C(C=CC1F)NC=1N=CC=C2C=C(C=NC12)C#N (8-[3-((R)-5-Amino-3-difluoromethyl-3,6-dihydro-2H-[1,4]oxazin-3-yl)-4-fluoro-phenylamino]-[1,7]naphthyridine-3-carbonitrile). Reagents/catalysts: [Zn] (Zn), [C-]#N.[C-]#N.[Zn+2] (Zn(CN)2), [Zn](OC(=O)C)OC(=O)C (Zn(OAc)2), C1(=CC=CC=C1)P([C-]1C=CC=C1)C1=CC=CC=C1.[C-]1(C=CC=C1)P(C1=CC=CC=C1)C1=CC=CC=C1.[Fe+2] (1,1′-Bis-(diphenylphosphino)-ferrocene), C=1C=CC(=CC1)/C=C/C(=O)/C=C/C2=CC=CC=C2.C=1C=CC(=CC1)/C=C/C(=O)/C=C/C2=CC=CC=C2.C=1C=CC(=CC1)/C=C/C(=O)/C=C/C2=CC=CC=C2.[Pd].[Pd] (Tris(dibenzylideneacetone)-dipalladium (0)). As a reaction SMILES: [NH2:1][C:2]1[CH2:7][O:6][CH2:5][C@:4]([C:11]2[CH:12]=[C:13]([NH:18][C:19]3[N:20]=[CH:21][CH:22]=[C:23]4[C:28]=3[N:27]=[CH:26][C:25](Br)=[CH:24]4)[CH:14]=[CH:15][C:16]=2[F:17])([CH:8]([F:10])[F:9])[N:3]=1.O.[CH3:31][N:32](C=O)C>[Zn].[C-]#N.[C-]#N.[Zn+2].[Zn](OC(C)=O)OC(C)=O.C1(P(C2C=CC=CC=2)[C-]2C=CC=C2)C=CC=CC=1.[C-]1(P(C2C=CC=CC=2)C2C=CC=CC=2)C=CC=C1.[Fe+2].C1C=CC(/C=C/C(/C=C/C2C=CC=CC=2)=O)=CC=1.C1C=CC(/C=C/C(/C=C/C2C=CC=CC=2)=O)=CC=1.C1C=CC(/C=C/C(/C=C/C2C=CC=CC=2)=O)=CC=1.[Pd].[Pd]>[NH2:1][C:2]1[CH2:7][O:6][CH2:5][C@:4]([C:11]2[CH:12]=[C:13]([NH:18][C:19]3[N:20]=[CH:21][CH:22]=[C:23]4[C:28]=3[N:27]=[CH:26][C:25]([C:31]#[N:32])=[CH:24]4)[CH:14]=[CH:15][C:16]=2[F:17])([CH:8]([F:10])[F:9])[N:3]=1 |f:4.5.6,8.9.10,11.12.13.14.15|. Procedure details: [3-((R)-5-Amino-3-difluoromethyl-3,6-dihydro-2H-[1,4]oxazin-3-yl)-4-fluoro-phenyl]-(3-bromo-[1,7]naphthyridin-8-yl)-amine (150 mg, 0.32 mmol), Zn powder (0.842 mg, 0.013 mmol), Zn(CN)2 (22.7 mg, 0.193 mmol), Zn(OAc)2 (2.36 mg 0.013 mmol), 1,1′-Bis-(diphenylphosphino)-ferrocene (0.54 mg, 0.001 mmol) and Tris(dibenzylideneacetone)-dipalladium (0) (0.29 mg 0.0003 mmol) were dissolved in DMF (4 ml) and water (0.04 ml) and heated under inert conditions to 95° C. for 2 h and then allowed to cool to rt... Starting materials: FC=1C=C(C=C(OC2=CC=C(C=C2)C(C)=O)C1)C1(C(OCC1)C)OC (4'-{5-fluoro-3-[(2RS,3SR)-3-methoxy-2-methyltetrahydrofuran-3-yl]phenoxy}acetophenone), Cl.NO (hydroxylamine hydrochloride). Yields the product FC=1C=C(C=C(OC2=CC=C(C=C2)/C(/C)=N/O)C1)C1(C(OCC1)C)OC ((E)-4'-{5-fluoro-3-[(2RS,3SR)-3-methoxy-2-methyltetrahydrofuran-3-yl]phenoxy}acetophenone oxime). The yield is 42.0%. RXN SMILES: [F:1][C:2]1[CH:3]=[C:4]([C:18]2([O:24][CH3:25])[CH2:22][CH2:21][O:20][CH:19]2[CH3:23])[CH:5]=[C:6]([CH:17]=1)[O:7][C:8]1[CH:13]=[CH:12][C:11]([C:14](=O)[CH3:15])=[CH:10][CH:9]=1.Cl.[NH2:27][OH:28]>>[F:1][C:2]1[CH:3]=[C:4]([C:18]2([O:24][CH3:25])[CH2:22][CH2:21][O:20][CH:19]2[CH3:23])[CH:5]=[C:6]([CH:17]=1)[O:7][C:8]1[CH:13]=[CH:12][C:11](/[C:14](=[N:27]/[OH:28])/[CH3:15])=[CH:10][CH:9]=1 |f:1.2|. Reported procedure: Using an analogous procedure to that described in Example 66, 4'-{5-fluoro-3-[(2RS,3SR)-3-methoxy-2-methyltetrahydrofuran-3-yl]phenoxy}acetophenone was reacted with hydroxylamine hydrochloride to give (E)-4'-{5-fluoro-3-[(2RS,3SR)-3-methoxy-2-methyltetrahydrofuran-3-yl]phenoxy}acetophenone oxime in 42% yield, m.p. 126°-127° C. The reactants are OC1=C2C(C(=COC2=CC(=C1)O)C1=CC=C(C=C1)OC)=O (5,7-dihydroxy-4′-methoxyisoflavone), C(=O)([O-])[O-].[K+].[K+] (K2CO3), C(C#C)Br (propargyl bromide). Solvent: CC(=O)C (acetone). Yields the product C(#CC)OC1=CC(=C2C(C(=COC2=C1)C1=CC=C(C=C1)OC)=O)O (7-propynyloxy-5-hydroxy-4′-methoxyisoflavone). Reaction SMILES: [OH:1][C:2]1[CH:11]=[C:10]([OH:12])[CH:9]=[C:8]2[C:3]=1[C:4](=[O:21])[C:5]([C:13]1[CH:18]=[CH:17][C:16]([O:19][CH3:20])=[CH:15][CH:14]=1)=[CH:6][O:7]2.C([O-])([O-])=O.[K+].[K+].[CH2:28](Br)[C:29]#[CH:30]>CC(C)=O>[C:28]([O:12][C:10]1[CH:9]=[C:8]2[C:3]([C:4](=[O:21])[C:5]([C:13]3[CH:14]=[CH:15][C:16]([O:19][CH3:20])=[CH:17][CH:18]=3)=[CH:6][O:7]2)=[C:2]([OH:1])[CH:11]=1)#[C:29][CH3:30] |f:1.2.3|. Reported procedure: A mixture of 5,7-dihydroxy-4′-methoxyisoflavone (2.84 g, 0.01 mol), K2CO3 (2.8 g, 0.02 mol), Kl (0.166 g, 0.001 mol), propargyl bromide (1.78 g 0.015 mol) and acetone (100 mL) was refluxed 10 h and hot filtered. The solvent was evaporated and the residue was crystallized by toluene. This yields 2.25 g of a product with the following characteristics: m.p. 174-176° C.; 1H NMR (CDCl3) δ: 2.6 (m, 1H), 3.86 (s, 3H), 4.8 (s, 2H), 647-7.91 (m, 7H), 12.90 (s, 1H).